Task: describe an organic reaction: reactants, conditions, products, and yield. Dataset: the Open Reaction Database (ORD), a public repository of structured organic reaction records The reactants are FC=1C=C2C(=NNC2=CC1)I (5-fluoro-3-iodo-indazole), O[C@@H]1COCC1 ((S)-3-hydroxytetrahydrofuran), 31A. The product is FC=1C=C2C(=NN(C2=CC1)[C@H]1COCC1)I (5-fluoro-3-iodo-1-[(3R)-tetrahydrofuran-3-yl]-1H-indazole). The yield is 56.0%. RXN SMILES: [F:1][C:2]1[CH:3]=[C:4]2[C:8](=[CH:9][CH:10]=1)[NH:7][N:6]=[C:5]2[I:11].O[C@H:13]1[CH2:17][CH2:16][O:15][CH2:14]1>>[F:1][C:2]1[CH:3]=[C:4]2[C:8](=[CH:9][CH:10]=1)[N:7]([C@@H:13]1[CH2:17][CH2:16][O:15][CH2:14]1)[N:6]=[C:5]2[I:11]. Procedure details: The title compound was prepared from 5-fluoro-3-iodo-indazole and (S)-3-hydroxytetrahydrofuran in 56% yield according to the general procedure for Preparation 31A. The minor isomer was not isolated or characterized. 1H NMR (400 MHz, CDCl3): δ 2.47-2.52 (2H, m), 3.95-4.00 (1H, m), 4.12-4.19 (2H, m), 4.19-4.28 (1H, m), 5.24-5.30 (1H, m), 7.12 (1H, dd, J=2.0, 8.4 Hz), 7.21 (1H, td, J=1.6, 8.8 Hz), 7.45 (1H, dd, J=4.0, 9.2 Hz). The reactants are O=C1c2cc(OCc3ccccc3)ccc2OC12CC2, CO. The product is O=C1c2cc(O)ccc2OC12CC2. RXN SMILES: [CH2:1]([c:2]1[cH:3][cH:4][cH:5][cH:6][cH:7]1)[O:8][c:9]1[cH:10][c:11]2[c:12]([cH:19][cH:20]1)[O:13][C:14]1([C:15]2=[O:16])[CH2:17][CH2:18]1.[CH3:21][OH:22]>>[OH:8][c:9]1[cH:10][c:11]2[c:12]([cH:19][cH:20]1)[O:13][C:14]1([C:15]2=[O:16])[CH2:17][CH2:18]1.